This data is from the Open Reaction Database (ORD), a public repository of structured organic reaction records. The task is: describe an organic reaction: reactants, conditions, products, and yield The reactants are ClC1=NC(=NC=C1)NC1=CC(=CC=C1)Cl (4-chloro-N-(3-chlorophenyl)pyrimidin-2-amine), C(C)(C)N(CC)C(C)C (diisopropylethylamine), O1CCN(CC1)CCCN (3-morpholinopropylamine), O1CCN(CC1)CCCN (3-morpholino-propylamine). Run in C1CCOC1 (THF). Conditions: time 18 hour. Product: ClC=1C=C(C=CC1)NC1=NC=CC(=N1)NCCCN1CCOCC1 (N2-(3-chlorophenyl)-N4-(3-morpholin-4-yl-propyl)-pyrimidine-2,4-diamine). The yield is 41.0%. RXN SMILES: Cl[C:2]1[CH:7]=[CH:6][N:5]=[C:4]([NH:8][C:9]2[CH:14]=[CH:13][CH:12]=[C:11]([Cl:15])[CH:10]=2)[N:3]=1.C(N(C(C)C)CC)(C)C.[O:25]1[CH2:30][CH2:29][N:28]([CH2:31][CH2:32][CH2:33][NH2:34])[CH2:27][CH2:26]1>C1COCC1>[Cl:15][C:11]1[CH:10]=[C:9]([NH:8][C:4]2[N:3]=[C:2]([NH:34][CH2:33][CH2:32][CH2:31][N:28]3[CH2:29][CH2:30][O:25][CH2:26][CH2:27]3)[CH:7]=[CH:6][N:5]=2)[CH:14]=[CH:13][CH:12]=1. Procedure: To 4-chloro-N-(3-chlorophenyl)pyrimidin-2-amine, 3, (0.2 g, 0.84 mmol) in THF (4 mL) is added diisopropylethylamine (0.29 mL, 1.67 mmol) followed by 3-morpholino-propylamine (0.245 mL, 1.67 mmol). The resulting mixture was heated to reflux for 6 hours. Another 2 equivalents of 3-morpholinopropylamine (0.245 mL, 1.67 mmol) is added and the reaction heated to reflux and stirred for 18 hours. The resulting mixture is heated to reflux for 18 hours. The reaction is cooled to room temperature and conc... Reactants: CO, COC1=CCC=C(OC)C1C(C)C, Cl, O. The product is COC1=CCCC(=O)C1C(C)C. RXN SMILES: [CH3:15][OH:16].[CH:1]([CH3:2])([CH3:3])[CH:4]1[C:5]([O:12][CH3:13])=[CH:6][CH2:7][CH:8]=[C:9]1[O:10][CH3:11].[ClH:14].[OH2:17]>>[CH:1]([CH3:2])([CH3:3])[CH:4]1[C:5](=[O:12])[CH2:6][CH2:7][CH:8]=[C:9]1[O:10][CH3:11]. The reactants are Cc1ccc(C(C)(C)C)cc1N, CCO, CCN(C(C)C)C(C)C, Fc1cnc(Cl)nc1Cl. Yields the product Cc1ccc(C(C)(C)C)cc1Nc1nc(Cl)ncc1F. Reaction SMILES: [CH3:10][c:11]1[c:12]([NH2:13])[cH:14][c:15]([C:18]([CH3:19])([CH3:20])[CH3:21])[cH:16][cH:17]1.[CH3:31][CH2:32][OH:33].[CH:22]([N:23]([CH:24]([CH3:25])[CH3:26])[CH2:27][CH3:28])([CH3:29])[CH3:30].[Cl:1][c:2]1[n:3][cH:4][c:5]([F:9])[c:6]([Cl:8])[n:7]1>>[Cl:1][c:2]1[n:3][cH:4][c:5]([F:9])[c:6]([NH:13][c:12]2[c:11]([CH3:10])[cH:17][cH:16][c:15]([C:18]([CH3:19])([CH3:20])[CH3:21])[cH:14]2)[n:7]1. Starting materials: ClCCl, C#CC, [N-]=[N+]=NCC(=O)O. Yields the product C=C(C)OC(=O)CN=[N+]=[N-]. RXN SMILES: [CH2:11]([Cl:12])[Cl:13].[CH3:8][C:9]#[CH:10].[N:1](=[N+:2]=[N-:3])[CH2:4][C:5](=[O:6])[OH:7]>>[N:1](=[N+:2]=[N-:3])[CH2:4][C:5](=[O:6])[O:7][C:9](=[CH2:8])[CH3:10]. Reactants: C=O, O=CO, O=C1C(NS(=O)(=O)c2ccc3cc(Cl)ccc3c2)CCN1NC1CCN(c2ccncc2)CC1, [Na+], [Na+], O=C([O-])[O-]. Yields the product CN(C1CCN(c2ccncc2)CC1)N1CCC(NS(=O)(=O)c2ccc3cc(Cl)ccc3c2)C1=O. As a reaction SMILES: [CH2:41]=[O:42].[CH:43]([OH:44])=[O:45].[Cl:1][c:2]1[cH:3][c:4]2[cH:5][cH:6][c:7]([S:12](=[O:13])(=[O:14])[NH:15][CH:16]3[C:17](=[O:34])[N:18]([NH:21][CH:22]4[CH2:23][CH2:24][N:25]([c:28]5[cH:29][cH:30][n:31][cH:32][cH:33]5)[CH2:26][CH2:27]4)[CH2:19][CH2:20]3)[cH:8][c:9]2[cH:10][cH:11]1.[Na+:35].[Na+:36].[O-:37][C:38](=[O:39])[O-:40]>>[Cl:1][c:2]1[cH:3][c:4]2[cH:5][cH:6][c:7]([S:12](=[O:13])(=[O:14])[NH:15][CH:16]3[C:17](=[O:34])[N:18]([N:21]([CH:22]4[CH2:23][CH2:24][N:25]([c:28]5[cH:29][cH:30][n:31][cH:32][cH:33]5)[CH2:26][CH2:27]4)[CH3:38])[CH2:19][CH2:20]3)[cH:8][c:9]2[cH:10][cH:11]1. Reactants: CCOC(=O)c1ccc2nc(Br)sc2c1, O=C([O-])[O-], CC#N, Cl, [Cs+], [Cs+], FC1(F)CCNCC1, CCOC(=O)c1ccc2nc(N3CCC(F)(F)CC3)sc2c1, O. The product is O=C(O)c1ccc2nc(N3CCC(F)(F)CC3)sc2c1. Reaction SMILES: [Br:1][c:2]1[s:3][c:4]2[cH:5][c:6]([C:7]([O:8][CH2:9][CH3:10])=[O:11])[cH:12][cH:13][c:14]2[n:15]1.[C:24](=[O:25])([O-:26])[O-:27].[CH3:53][C:54]#[N:55].[ClH:52].[Cs+:28].[Cs+:29].[F:16][C:17]1([F:18])[CH2:19][CH2:20][NH:21][CH2:22][CH2:23]1.[F:30][C:31]1([F:51])[CH2:32][CH2:33][N:34]([c:37]2[s:38][c:39]3[c:40]([n:41]2)[cH:42][cH:43][c:44]([C:46](=[O:47])[O:48][CH2:49][CH3:50])[cH:45]3)[CH2:35][CH2:36]1.[OH2:56]>>[F:30][C:31]1([F:51])[CH2:32][CH2:33][N:34]([c:37]2[s:38][c:39]3[c:40]([n:41]2)[cH:42][cH:43][c:44]([C:46](=[O:47])[OH:48])[cH:45]3)[CH2:35][CH2:36]1. Starting materials: ClC1=NC(=CN=C1)Cl (2,6-dichloropyrazine), OC1CCN(CC1)C(=O)OC(C)(C)C (tert-butyl 4-hydroxy-1-piperidinecarboxylate), K-t-BuO. Solvent: CCN(CC)CC (Et3N). Reaction conditions: time 12 hour. Yields the product ClC1=CN=CC(=N1)OC1CCN(CC1)C(=O)OC(C)(C)C (tert-Butyl 4-[(6-chloro-2-pyrazinyl)oxy]-1-piperidinecarboxylate). Yield: 90.1%. As a reaction SMILES: Cl[C:2]1[CH:7]=[N:6][CH:5]=[C:4]([Cl:8])[N:3]=1.[OH:9][CH:10]1[CH2:15][CH2:14][N:13]([C:16]([O:18][C:19]([CH3:22])([CH3:21])[CH3:20])=[O:17])[CH2:12][CH2:11]1>CCN(CC)CC>[Cl:8][C:4]1[N:3]=[C:2]([O:9][CH:10]2[CH2:11][CH2:12][N:13]([C:16]([O:18][C:19]([CH3:22])([CH3:21])[CH3:20])=[O:17])[CH2:14][CH2:15]2)[CH:7]=[N:6][CH:5]=1. Procedure details: A mixture of 2,6-dichloropyrazine (5.00 g, 33.6 mmol), tert-butyl 4-hydroxy-1-piperidinecarboxylate (6.76 g, 33.6 mmol) and K-t-BuO (1 M in tert-butanol; 35 mL, 35 mmol) in Et3N (200 mL) was stirred at room temperature for 12 h. The reaction was quenched with water (50 mL) and concentrated in vacuo. The residue was dissolved in ethyl acetate, washed with saturated aqueous KH2PO4, dried (MgSO4), and concentrated in vacuo. The residue was recrystallized from ethanol/water to give 9.50 g (90%) of t... Reactants: COc1c(C)c(Cc2ccc(OCc3ccccc3)c(C(=O)O)c2)c(OC)c(OC)c1OC, C[Si](C)(C)C=[N+]=[N-], CC(=O)O, CO. Yields the product COC(=O)c1cc(Cc2c(C)c(OC)c(OC)c(OC)c2OC)ccc1OCc1ccccc1. As a reaction SMILES: [CH3:1][O:2][c:3]1[c:4]([CH3:33])[c:5]([CH2:6][c:7]2[cH:8][cH:9][c:10]([O:16][CH2:17][c:18]3[cH:19][cH:20][cH:21][cH:22][cH:23]3)[c:11]([C:12](=[O:13])[OH:14])[cH:15]2)[c:24]([O:31][CH3:32])[c:25]([O:29][CH3:30])[c:26]1[O:27][CH3:28].[CH3:34][Si:35]([CH:36]=[N+:37]=[N-:38])([CH3:39])[CH3:40].[CH3:41][C:42](=[O:43])[OH:44].[CH3:45][OH:46]>>[CH3:1][O:2][c:3]1[c:4]([CH3:33])[c:5]([CH2:6][c:7]2[cH:8][cH:9][c:10]([O:16][CH2:17][c:18]3[cH:19][cH:20][cH:21][cH:22][cH:23]3)[c:11]([C:12](=[O:13])[O:14][CH3:34])[cH:15]2)[c:24]([O:31][CH3:32])[c:25]([O:29][CH3:30])[c:26]1[O:27][CH3:28]. Reactants: BrC=1C=C(C=CC1)NC1=NC=NC2=CC=C(C=C12)N (N-(3-bromophenyl)-4,6-quinazolindiamine), C1(\C=C/C(=O)O1)=O (maleic anhydride). Run in N1=CC=CC=C1 (pyridine). Conditions: time 8 hour. Product: BrC=1C=C(C=CC1)NC1=NC=NC2=CC=C(C=C12)NC(\C=C/C(=O)O)=O (4-[[4-[(3-Bromophenyl)amino]-6-quinazolinyl]amino]-4-oxo-(Z)-2-butenoic acid). The yield is 15.7%. Reaction SMILES: [Br:1][C:2]1[CH:3]=[C:4]([NH:8][C:9]2[C:18]3[C:13](=[CH:14][CH:15]=[C:16]([NH2:19])[CH:17]=3)[N:12]=[CH:11][N:10]=2)[CH:5]=[CH:6][CH:7]=1.[C:20]1(=[O:26])[O:25][C:23](=[O:24])[CH:22]=[CH:21]1>N1C=CC=CC=1>[Br:1][C:2]1[CH:3]=[C:4]([NH:8][C:9]2[C:18]3[C:13](=[CH:14][CH:15]=[C:16]([NH:19][C:20](=[O:26])/[CH:21]=[CH:22]\[C:23]([OH:25])=[O:24])[CH:17]=3)[N:12]=[CH:11][N:10]=2)[CH:5]=[CH:6][CH:7]=1. Reported procedure: A 15 ml portion of pyridine was added to 1.6 g of N-(3-bromophenyl)-4,6-quinazolindiamine and 0.6 g of maleic anhydride. After stirring overnight, the solvents were removed on the rotary evaporator. The solid was taken up in about 400 ml of hot ethanol and the insoluble material filtered to give 0.33 g of 4-[[4-[(3-Bromophenyl)amino]-6-quinazolinyl]amino]-4-oxo-(Z)-2-butenoic acid: mass spectrum (m/e): M+H 413, 415.